From a dataset of the Open Reaction Database (ORD), a public repository of structured organic reaction records. describe an organic reaction: reactants, conditions, products, and yield The reactants are C(C)(C)NC(C)C (diisopropylamine), C(CCC)[Li] (n-butyllithium), C(C)#N (acetonitrile), FC(C1=CC=CC(=N1)C#N)(F)F (6-(trifluoromethyl)pyridine-2-carbonitrile). Run in O (water), C1CCOC1 (THF), C1CCOC1 (THF), C1CCOC1 (THF). The product is NC(=CC#N)C1=NC(=CC=C1)C(F)(F)F (3-Amino-3-[6-(trifluoromethyl)pyridin-2-yl]prop-2-enenitrile). Yield: 89.0%. As a reaction SMILES: [CH:1]([NH:4]C(C)C)(C)[CH3:2].C([Li])CCC.C(#N)C.[F:16][C:17]([F:27])([F:26])[C:18]1[N:23]=[C:22]([C:24]#[N:25])[CH:21]=[CH:20][CH:19]=1>C1COCC1.O>[NH2:25][C:24]([C:22]1[CH:21]=[CH:20][CH:19]=[C:18]([C:17]([F:26])([F:16])[F:27])[N:23]=1)=[CH:2][C:1]#[N:4]. Reported procedure: A solution of 2.08 ml (13.07 mmol) diisopropylamine in dry THF (12 ml) was cooled to −70° C. under inert gas atmosphere, and 9.26 ml (14.8 mmol) n-butyllithium solution (1.6 M in hexanes) were added dropwise. Then, a solution of 688 μl (13.07 mmol) acetonitrile in dry THF (10 ml) was slowly added over 10 min. The resulting solution was stirred for further 30 min at −70° C. before a solution of 1.50 g (8.72 mmol) 6-(trifluoromethyl)pyridine-2-carbonitrile in dry THF (10 ml) was added. The mixture... The reactants are CCOC(=O)c1cn2c(Br)cccc2n1, CO, Cc1ccccc1, [Na+], O=C([O-])O, O, OB(O)c1ccccc1, c1ccc(P(c2ccccc2)(c2ccccc2)[Pd](P(c2ccccc2)(c2ccccc2)c2ccccc2)(P(c2ccccc2)(c2ccccc2)c2ccccc2)P(c2ccccc2)(c2ccccc2)c2ccccc2)cc1. Product: CCOC(=O)c1cn2c(-c3ccccc3)cccc2n1. As a reaction SMILES: [Br:1][c:2]1[cH:3][cH:4][cH:5][c:6]2[n:7]1[cH:8][c:9]([C:11](=[O:12])[O:13][CH2:14][CH3:15])[n:10]2.[CH3:21][OH:22].[CH3:32][c:33]1[cH:34][cH:35][cH:36][cH:37][cH:38]1.[Na+:20].[O-:16][C:17]([OH:18])=[O:19].[OH2:39].[OH:23][B:24]([OH:25])[c:26]1[cH:27][cH:28][cH:29][cH:30][cH:31]1.[cH:40]1[cH:41][cH:42][c:43]([P:44]([Pd:45]([P:46]([c:47]2[cH:48][cH:49][cH:50][cH:51][cH:52]2)([c:53]2[cH:54][cH:55][cH:56][cH:57][cH:58]2)[c:59]2[cH:60][cH:61][cH:62][cH:63][cH:64]2)([P:65]([c:66]2[cH:67][cH:68][cH:69][cH:70][cH:71]2)([c:72]2[cH:73][cH:74][cH:75][cH:76][cH:77]2)[c:78]2[cH:79][cH:80][cH:81][cH:82][cH:83]2)[P:84]([c:85]2[cH:86][cH:87][cH:88][cH:89][cH:90]2)([c:91]2[cH:92][cH:93][cH:94][cH:95][cH:96]2)[c:97]2[cH:98][cH:99][cH:100][cH:101][cH:102]2)([c:103]2[cH:104][cH:105][cH:106][cH:107][cH:108]2)[c:109]2[cH:110][cH:111][cH:112][cH:113][cH:114]2)[cH:115][cH:116]1>>[c:2]1(-[c:26]2[cH:27][cH:28][cH:29][cH:30][cH:31]2)[cH:3][cH:4][cH:5][c:6]2[n:7]1[cH:8][c:9]([C:11](=[O:12])[O:13][CH2:14][CH3:15])[n:10]2. Starting materials: [Br-].ClC1=NC=NN2C1=C(C=C2)C[N+](CC)(CC)CC ((4-chloro-pyrrolo[2,1-f][1,2,4]triazin-5-ylmethyl)-triethyl-ammonium bromide), C1(=CC=CC=C1)[C@@H](C)N ((R)-1-phenylethanamine), CCN(C(C)C)C(C)C (DIEA), N1CCC(CC1)NC(OC(C)(C)C)=O (tert-butyl piperidine-4-ylcarbamate), CCN(C(C)C)C(C)C (DIEA), C(=O)(C(F)(F)F)O (TFA). Solvent: CC(=O)N(C)C (DMA). Conditions: temperature 70 celsius, time 1 hour. Yields the product NC1CCN(CC1)CC=1C=CN2N=CN=C(C21)N[C@H](C)C2=CC=CC=C2 (5-[(4-aminopiperidin-1-yl)methyl]-N-[(1R)-1-phenylethyl]pyrrolo-[2,1-f][1,2,4]triazin-4-amine). Isolated yield 62.0%. RXN SMILES: [Br-].Cl[C:3]1[C:8]2=[C:9]([CH2:12][N+:13]([CH2:18][CH3:19])([CH2:16][CH3:17])CC)[CH:10]=[CH:11][N:7]2[N:6]=[CH:5][N:4]=1.[C:20]1([C@H:26]([NH2:28])[CH3:27])[CH:25]=[CH:24][CH:23]=[CH:22][CH:21]=1.C[CH2:30][N:31](C(C)C)C(C)C.N1CCC(NC(=O)OC(C)(C)C)CC1.C(O)(C(F)(F)F)=O>CC(N(C)C)=O>[NH2:31][CH:30]1[CH2:17][CH2:16][N:13]([CH2:12][C:9]2[CH:10]=[CH:11][N:7]3[C:8]=2[C:3]([NH:28][C@@H:26]([C:20]2[CH:25]=[CH:24][CH:23]=[CH:22][CH:21]=2)[CH3:27])=[N:4][CH:5]=[N:6]3)[CH2:18][CH2:19]1 |f:0.1|. Reported procedure: To a mixture of Compound 1A (100 mg, 0.29 mmol) and (R)-1-phenylethanamine (34.9 mg, 0.29 mmol) in 0.6 mL of DMA was added DIEA (37.2 mg, 0.29 mmol). The mixture was stirred at room temperature for 17 h upon which time DIEA (74.4 mg, 0.58 mmol) and tert-butyl piperidine-4-ylcarbamate (86.4 mg, 0.43 mmol) were added. The mixture was heated at 70° C. for 3 h and cooled to room temperature. TFA (2.00 mL, 260 mmol) was added and the mixture was stirred at room temperature for 1 h. The mixture was co... Starting materials: C([O-])([O-])=O.[K+].[K+] (potassium carbonate), BrCC(=O)OCC (ethyl bromoacetate), C(CC)N(CCCCNCC1=CC=C(C#N)C=C1)CCC (4-[(4-dipropylaminobutyl)amino]methylbenzonitrile). Run in O1CCCC1 (tetrahydrofuran). Reaction conditions: temperature 60 celsius, time 9 hour. Yields the product C(CC)N(CCCCN(CC(=O)OCC)CC1=CC=C(C#N)C=C1)CCC (4-[(4-dipropylaminobutyl)ethoxycarbonylmethylamino]methylbenzonitrile). Yield: 75.8%. Reaction SMILES: [CH2:1]([N:4]([CH2:19][CH2:20][CH3:21])[CH2:5][CH2:6][CH2:7][CH2:8][NH:9][CH2:10][C:11]1[CH:18]=[CH:17][C:14]([C:15]#[N:16])=[CH:13][CH:12]=1)[CH2:2][CH3:3].C(=O)([O-])[O-].[K+].[K+].Br[CH2:29][C:30]([O:32][CH2:33][CH3:34])=[O:31]>O1CCCC1>[CH2:19]([N:4]([CH2:1][CH2:2][CH3:3])[CH2:5][CH2:6][CH2:7][CH2:8][N:9]([CH2:10][C:11]1[CH:12]=[CH:13][C:14]([C:15]#[N:16])=[CH:17][CH:18]=1)[CH2:29][C:30]([O:32][CH2:33][CH3:34])=[O:31])[CH2:20][CH3:21] |f:1.2.3|. Reported procedure: 13.4 g (46.6 mmol, 1.0 equivalent) of 4-[(4-dipropylaminobutyl)amino]methylbenzonitrile (2a) and 100 ml of tetrahydrofuran were charged in a 300 ml three-necked flask and dissolved. 7.76 g (56.1 mmol, 1.2 equivalents) of potassium carbonate and 8.20 g (49.1 mmol, 1.05 equivalents) of ethyl bromoacetate were added thereto at room temperature, the mixture was stirred at 60° C. for nine hours. After cooling the mixture to room temperature, salts were removed by filtration, and the solvent was conce... Reactants: Example 7 ( 1 ), C1=CC=CC=2C3=CC=CC=C3NC12 (carbazole), IC(C)CC (2-iodobutane), [OH-].[K+] (KOH), C([O-])([O-])=O.[K+].[K+] (potassium carbonate). Reagents/catalysts: S(=O)(=O)(O)[O-].C(CCC)[N+](CCCC)(CCCC)CCCC (tetra-n-butylammonium hydrogensulfate). Solvent: CN(C)C=O (DMF). The product is C(C)(CC)N1C2=CC=CC=C2C=2C=CC=CC12 (9-s-butylcarbazole). The yield is 24.1%. As a reaction SMILES: [CH:1]1[C:13]2[NH:12][C:11]3[C:6](=[CH:7][CH:8]=[CH:9][CH:10]=3)[C:5]=2[CH:4]=[CH:3][CH:2]=1.[OH-].[K+].C(=O)([O-])[O-].[K+].[K+].I[CH:23]([CH2:25][CH3:26])[CH3:24]>S([O-])(O)(=O)=O.C([N+](CCCC)(CCCC)CCCC)CCC.CN(C=O)C>[CH:23]([N:12]1[C:11]2[CH:10]=[CH:9][CH:8]=[CH:7][C:6]=2[C:5]2[C:13]1=[CH:1][CH:2]=[CH:3][CH:4]=2)([CH2:25][CH3:26])[CH3:24] |f:1.2,3.4.5,7.8|. Procedure details: 30 g (179.46 mmol) of carbazole, 71 g of 85% KOH, 40 g of potassium carbonate, 6.0 g of tetra-n-butylammonium hydrogensulfate, 50.0 g (271.7 mmol) of 2-iodobutane and 300 ml of DMF were allowed to react and after treated in the same manner as with Example 7 (1) to obtain 9.66 g of 9-s-butylcarbazole. Starting materials: BrC=1C=C2C(=NC1)N(C=N2)C2=CC(=CC=C2)C=2C=NC=CC2 (6-bromo-3-[3-(pyridin-3-yl)phenyl]-3H-imidazo[4,5-b]pyridine), C1(=CC=CC=C1)B(O)O (phenylboronic acid). Run in C(C)O (ethanol). Product: C1(=CC=CC=C1)C=1C=C2C(=NC1)N(C=N2)C2=CC(=CC=C2)C=2C=NC=CC2 (6-Phenyl-3-[3-(pyridin-3-yl)phenyl]-3H-imidazo[4,5-b]pyridine). RXN SMILES: Br[C:2]1[CH:3]=[C:4]2[N:10]=[CH:9][N:8]([C:11]3[CH:16]=[CH:15][CH:14]=[C:13]([C:17]4[CH:18]=[N:19][CH:20]=[CH:21][CH:22]=4)[CH:12]=3)[C:5]2=[N:6][CH:7]=1.[C:23]1(B(O)O)[CH:28]=[CH:27][CH:26]=[CH:25][CH:24]=1>C(O)C>[C:23]1([C:2]2[CH:3]=[C:4]3[N:10]=[CH:9][N:8]([C:11]4[CH:16]=[CH:15][CH:14]=[C:13]([C:17]5[CH:18]=[N:19][CH:20]=[CH:21][CH:22]=5)[CH:12]=4)[C:5]3=[N:6][CH:7]=2)[CH:28]=[CH:27][CH:26]=[CH:25][CH:24]=1. Procedure details: The title compound was prepared from 6-bromo-3-[3-(pyridin-3-yl)phenyl]-3H-imidazo[4,5-b]pyridine and phenylboronic acid as described in Example 1. Free base, white powder, m.p. 179-180° C. (from ethanol); δH (400 MHz, CDCl3) 7.41-7.44 (1H, m), 7.52 (2H, t, J 7), 7.65-7.74 (4H, m), 7.83 (1H, d, J 8), 7.97 (1H, d, J 8), 8.07 (1H, s), 8.35 (1H, d, J 2), 8.44 (1H, s), 8.49 (1H, s), 8.65 (1H, d, J 5), 8.72 (1H, s), 8.95 (1H, s); m/z (ES+) 349 (M++H). The reactants are CN(C(OC(C)(C)C)=O)CCC=O (Tert-butyl methyl(3-oxopropyl)carbamate), C(C)(=O)O[BH-](OC(C)=O)OC(C)=O.[Na+] (sodium triacetoxyborohydride), N1(CCNCC1)C(=O)OCC1=CC(=CC(=C1)Cl)Cl (3,5-Dichlorobenzyl piperazine-1-carboxylate), C(C)(=O)O (acetic acid). Solvent: C(Cl)Cl (DCM). Run at time 1 hour. Yields the product C(C)(C)(C)OC(=O)N(CCCN1CCN(CC1)C(=O)OCC1=CC(=CC(=C1)Cl)Cl)C (3,5-Dichlorobenzyl 4-(3-((tert-butoxycarbonyl)(methyl)amino)propyl)piperazine-1-carboxylate). RXN SMILES: [CH3:1][N:2]([CH2:10][CH2:11][CH:12]=O)[C:3](=[O:9])[O:4][C:5]([CH3:8])([CH3:7])[CH3:6].[N:14]1([C:20]([O:22][CH2:23][C:24]2[CH:29]=[C:28]([Cl:30])[CH:27]=[C:26]([Cl:31])[CH:25]=2)=[O:21])[CH2:19][CH2:18][NH:17][CH2:16][CH2:15]1.C(O)(=O)C.C(O[BH-](OC(=O)C)OC(=O)C)(=O)C.[Na+]>C(Cl)Cl>[C:5]([O:4][C:3]([N:2]([CH3:1])[CH2:10][CH2:11][CH2:12][N:17]1[CH2:16][CH2:15][N:14]([C:20]([O:22][CH2:23][C:24]2[CH:29]=[C:28]([Cl:30])[CH:27]=[C:26]([Cl:31])[CH:25]=2)=[O:21])[CH2:19][CH2:18]1)=[O:9])([CH3:6])([CH3:7])[CH3:8] |f:3.4|. Procedure: Tert-butyl methyl(3-oxopropyl)carbamate (step 3) (1.528 g, 8.16 mmol) was solubilised in DCM (50 ml) and added to 3,5-dichlorobenzyl piperazine-1-carboxylate (step 2) (3.09 g, 9.82 mmol). The resulting mixture was treated with acetic acid (56 μl, 0.982 mmol) and after stirring for 1 hr at RT, sodium triacetoxyborohydride (4.16 g, 19.64 mmol) was added. The reaction mixture was stirred at RT overnight and then quenched by addition of 2M NaOH (aq.). The aqueous layer was basified to pH 14 with con...